From a dataset of the Open Reaction Database (ORD), a public repository of structured organic reaction records. describe an organic reaction: reactants, conditions, products, and yield As a reaction SMILES: [C:11](=[O:12])([OH:13])[O-:14].[C:16](=[O:17])([O:18][CH2:19][c:20]1[cH:21][cH:22][cH:23][cH:24][cH:25]1)[Cl:26].[CH2:27]1[O:28][CH2:29][CH2:30][CH2:31]1.[NH:2]1[CH2:3][CH2:4][CH:5]([C:8](=[O:9])[OH:10])[CH2:6][CH2:7]1.[Na+:15].[OH2:1]>>[N:2]1([C:16](=[O:17])[O:18][CH2:19][c:20]2[cH:21][cH:22][cH:23][cH:24][cH:25]2)[CH2:3][CH2:4][CH:5]([C:8](=[O:9])[OH:10])[CH2:6][CH2:7]1. Product: O=C(O)C1CCN(C(=O)OCc2ccccc2)CC1. The reactants are O=C([O-])O, O=C(Cl)OCc1ccccc1, C1CCOC1, O=C(O)C1CCNCC1, [Na+], O. Reactants: O=C([O-])[O-], CC(C)(C)C(N)=O, CCOC(C)=O, COc1ccc(Cl)nn1, [Cs+], [Cs+], O=C(C=Cc1ccccc1)C=Cc1ccccc1, O=C(C=Cc1ccccc1)C=Cc1ccccc1, C1COCCO1, O=C(C=Cc1ccccc1)C=Cc1ccccc1, [Pd], [Pd], c1ccc(P(c2ccccc2)c2ccc3ccccc3c2-c2c(P(c3ccccc3)c3ccccc3)ccc3ccccc23)cc1. Product: COc1ccc(NC(=O)C(C)(C)C)nn1. As a reaction SMILES: [C:63](=[O:64])([O-:65])[O-:66].[CH3:10][C:11]([C:12](=[O:13])[NH2:14])([CH3:15])[CH3:16].[CH3:75][CH2:76][O:77][C:78]([CH3:79])=[O:80].[Cl:1][c:2]1[n:3][n:4][c:5]([O:8][CH3:9])[cH:6][cH:7]1.[Cs+:67].[Cs+:68].[O:101]=[C:102]([CH:103]=[CH:104][c:105]1[cH:106][cH:107][cH:108][cH:109][cH:110]1)[CH:111]=[CH:112][c:113]1[cH:114][cH:115][cH:116][cH:117][cH:118]1.[O:119]=[C:120]([CH:121]=[CH:122][c:123]1[cH:124][cH:125][cH:126][cH:127][cH:128]1)[CH:129]=[CH:130][c:131]1[cH:132][cH:133][cH:134][cH:135][cH:136]1.[O:69]1[CH2:70][CH2:71][O:72][CH2:73][CH2:74]1.[O:83]=[C:84]([CH:85]=[CH:86][c:87]1[cH:88][cH:89][cH:90][cH:91][cH:92]1)[CH:93]=[CH:94][c:95]1[cH:96][cH:97][cH:98][cH:99][cH:100]1.[Pd:81].[Pd:82].[cH:17]1[cH:18][cH:19][c:20]([P:21]([c:22]2[cH:23][cH:24][c:25]3[c:26]([cH:27][cH:28][cH:29][cH:30]3)[c:31]2-[c:32]2[c:33]3[c:34]([cH:35][cH:36][cH:37][cH:38]3)[cH:39][cH:40][c:41]2[P:42]([c:43]2[cH:44][cH:45][cH:46][cH:47][cH:48]2)[c:49]2[cH:50][cH:51][cH:52][cH:53][cH:54]2)[c:55]2[cH:56][cH:57][cH:58][cH:59][cH:60]2)[cH:61][cH:62]1>>[c:2]1([NH:14][C:12]([C:11]([CH3:10])([CH3:15])[CH3:16])=[O:13])[n:3][n:4][c:5]([O:8][CH3:9])[cH:6][cH:7]1. Starting materials: O=C([O-])[O-], CS(=O)(=O)OCCC1(C#N)CCC2(CC1)OCCO2, COc1ccc2c(C)cc(=O)[nH]c2c1, CCOC(C)=O, CN(C)C=O, [H-], [K+], [K+], [Na+], O. Product: COc1ccc2c(C)cc(=O)n(CCC3(C#N)CCC4(CC3)OCCO4)c2c1. As a reaction SMILES: [C:36](=[O:37])([O-:38])[O-:39].[CH3:17][S:18]([O:19][CH2:22][CH2:23][C:24]1([C:34]#[N:35])[CH2:25][CH2:26][C:27]2([O:28][CH2:29][CH2:30][O:31]2)[CH2:32][CH2:33]1)(=[O:20])=[O:21].[CH3:1][O:2][c:3]1[cH:4][cH:5][c:6]2[c:7]([CH3:14])[cH:8][c:9](=[O:13])[nH:10][c:11]2[cH:12]1.[CH3:42][CH2:43][O:44][C:45](=[O:46])[CH3:47].[CH3:49][N:50]([CH3:51])[CH:52]=[O:53].[H-:15].[K+:40].[K+:41].[Na+:16].[OH2:48]>>[CH3:1][O:2][c:3]1[cH:4][cH:5][c:6]2[c:7]([CH3:14])[cH:8][c:9](=[O:13])[n:10]([CH2:22][CH2:23][C:24]3([C:34]#[N:35])[CH2:25][CH2:26][C:27]4([O:28][CH2:29][CH2:30][O:31]4)[CH2:32][CH2:33]3)[c:11]2[cH:12]1. The reactants are COC1=C(C(=O)O)C=CC(=C1)SC (2-methoxy-4-(methylthio)benzoic acid), COC([C@H](N)CC(C)C)=O (D-leucine methyl ester). The product is COC1=C(C(=O)N[C@@H](C(=O)OC)CC(C)C)C=CC(=C1)SC ((R)-methyl 2-(2-methoxy-4-(methylthio)benzamido)-4-methylpentanoate). RXN SMILES: [CH3:1][O:2][C:3]1[CH:11]=[C:10]([S:12][CH3:13])[CH:9]=[CH:8][C:4]=1[C:5]([OH:7])=O.[CH3:14][O:15][C:16](=[O:23])[C@@H:17]([CH2:19][CH:20]([CH3:22])[CH3:21])[NH2:18]>>[CH3:1][O:2][C:3]1[CH:11]=[C:10]([S:12][CH3:13])[CH:9]=[CH:8][C:4]=1[C:5]([NH:18][C@H:17]([CH2:19][CH:20]([CH3:22])[CH3:21])[C:16]([O:15][CH3:14])=[O:23])=[O:7]. Procedure: Prepared in a similar manner to example 4 using 2-methoxy-4-(methylthio)benzoic acid and D-leucine methyl ester. MS (M+H, 326). The reactants are ClC1=C(C=C(C(=O)O)C=C1)N1C(N=C(C=C1C)C(F)(F)F)=O (4-chloro-3-(6-methyl-2-oxo-4-trifluoromethyl-2H-pyrimidin-1-yl)-benzoic acid), C(C(=O)Cl)(=O)Cl (oxalyl chloride), CNC1=C(C(=CC=C1)F)Cl (N-methyl-2-chloro-3-fluoroaniline), CN(C)C=O (DMF). The reagents and catalysts are CN(C1=CC=NC=C1)C (4-(dimethylamino)pyridine). Run in ClCCCl (1,2-dichloroethane), ClCCCl (1,2-dichloroethane). Conditions: time 40 minute. The product is ClC1=C(C=C(C(=O)N(C)C2=C(C(=CC=C2)F)Cl)C=C1)N1C(N=C(C=C1C)C(F)(F)F)=O (4-chloro-N-(2-chloro-3-fluoro-phenyl)-N-methyl-3-(6-methyl-2-oxo-4-trifluoromethyl-2H-pyrimidin-1-yl)-benzamide). Yield: 25.1%. As a reaction SMILES: [Cl:1][C:2]1[CH:10]=[CH:9][C:5]([C:6]([OH:8])=O)=[CH:4][C:3]=1[N:11]1[C:16]([CH3:17])=[CH:15][C:14]([C:18]([F:21])([F:20])[F:19])=[N:13][C:12]1=[O:22].C(Cl)(=O)C(Cl)=O.CN(C=O)C.[CH3:34][NH:35][C:36]1[CH:41]=[CH:40][CH:39]=[C:38]([F:42])[C:37]=1[Cl:43]>ClCCCl.CN(C)C1C=CN=CC=1>[Cl:1][C:2]1[CH:10]=[CH:9][C:5]([C:6]([N:35]([C:36]2[CH:41]=[CH:40][CH:39]=[C:38]([F:42])[C:37]=2[Cl:43])[CH3:34])=[O:8])=[CH:4][C:3]=1[N:11]1[C:16]([CH3:17])=[CH:15][C:14]([C:18]([F:21])([F:20])[F:19])=[N:13][C:12]1=[O:22]. Reported procedure: To a stirred solution of 4-chloro-3-(6-methyl-2-oxo-4-trifluoromethyl-2H-pyrimidin-1-yl)-benzoic acid (50 mg, 0.151 mmol) in anhydrous 1,2-dichloroethane (0.5 mL) at room temperature was added oxalyl chloride (23 mg, 0.181 mmol) followed by a catalytic amount of DMF. After stirring for 40 mins, a solution of N-methyl-2-chloro-3-fluoroaniline 29-1 (30 mg, 0.188 mmol) in 1,2-dichloroethane (0.5 mL), followed by 4-(dimethylamino)pyridine (22 mg, 0.179 mmol) were added and the mixture was stirred fo... Starting materials: COC(C)(C)OC, CO, CCOC(C)=O, ClCCl, O, CC(C)(C)OC(=O)NC(CO)(CO)C1CCc2cc(O)ccc2C1, Cc1ccc(S(=O)(=O)O)cc1. The product is CC(C)(C)OC(=O)NC1(C2CCc3cc(O)ccc3C2)COC(C)(C)OC1. Reaction SMILES: [CH3:25][O:26][C:27]([CH3:28])([CH3:29])[O:30][CH3:31].[CH3:47][OH:48].[CH3:49][CH2:50][O:51][C:52](=[O:53])[CH3:54].[Cl:44][CH2:45][Cl:46].[OH2:32].[OH:1][CH2:2][C:3]([CH2:4][OH:5])([CH:6]1[CH2:7][c:8]2[cH:9][cH:10][c:11]([OH:16])[cH:12][c:13]2[CH2:14][CH2:15]1)[NH:17][C:18]([O:19][C:20]([CH3:21])([CH3:22])[CH3:23])=[O:24].[c:33]1([CH3:34])[cH:35][cH:36][c:37]([S:38]([OH:39])(=[O:40])=[O:41])[cH:42][cH:43]1>>[O:1]1[CH2:2][C:3]([CH:6]2[CH2:7][c:8]3[cH:9][cH:10][c:11]([OH:16])[cH:12][c:13]3[CH2:14][CH2:15]2)([NH:17][C:18]([O:19][C:20]([CH3:21])([CH3:22])[CH3:23])=[O:24])[CH2:4][O:5][C:27]1([CH3:28])[CH3:29]. Reactants: CC(C)C(NC(=O)OCc1ccccc1)C(=O)Oc1cccc(C(=O)OCCl)c1, CC(C)=O, [I-], [Na+]. The product is CC(C)C(NC(=O)OCc1ccccc1)C(=O)Oc1cccc(C(=O)OCI)c1. RXN SMILES: [CH2:1]([c:2]1[cH:3][cH:4][cH:5][cH:6][cH:7]1)[O:8][C:9](=[O:10])[NH:11][CH:12]([CH:13]([CH3:14])[CH3:15])[C:16](=[O:17])[O:18][c:19]1[cH:20][c:21]([C:22](=[O:23])[O:24][CH2:25][Cl:26])[cH:27][cH:28][cH:29]1.[CH3:32][C:33](=[O:34])[CH3:35].[I-:31].[Na+:30]>>[CH2:1]([c:2]1[cH:3][cH:4][cH:5][cH:6][cH:7]1)[O:8][C:9](=[O:10])[NH:11][CH:12]([CH:13]([CH3:14])[CH3:15])[C:16](=[O:17])[O:18][c:19]1[cH:20][c:21]([C:22](=[O:23])[O:24][CH2:25][I:31])[cH:27][cH:28][cH:29]1. Reactants: ClC1=C(C=C(C#N)C=C1[N+](=O)[O-])[N+](=O)[O-] (4-chloro-3,5-dinitrobenzonitrile). Reagents/catalysts: [Fe] (Iron). Solvent: C(C)(=O)O (acetic acid). Run at temperature 110 celsius, time 2 hour. Yields the product NC=1C=C(C#N)C=C(C1Cl)[N+](=O)[O-] (3-amino-4-chloro-5-nitrobenzonitrile), NC=1C=C(C#N)C=C(C1Cl)N (3,5-diamino-4-chlorobenzonitrile). RXN SMILES: [Cl:1][C:2]1[C:9]([N+:10]([O-])=O)=[CH:8][C:5]([C:6]#[N:7])=[CH:4][C:3]=1[N+:13]([O-:15])=[O:14]>[Fe].C(O)(=O)C>[NH2:10][C:9]1[CH:8]=[C:5]([CH:4]=[C:3]([N+:13]([O-:15])=[O:14])[C:2]=1[Cl:1])[C:6]#[N:7].[NH2:13][C:3]1[CH:4]=[C:5]([CH:8]=[C:9]([NH2:10])[C:2]=1[Cl:1])[C:6]#[N:7]. Reported procedure: A 3-neck round bottom flask was equipped with a condenser. The flask was loaded with 4-chloro-3,5-dinitrobenzonitrile (4.5 g, 19.18 mmol) and acetic acid (60 mL). The solution was heated to 110° C. Iron (powder) (2.5 g, 44.8 mmol) was added slowly (in three portions), saw bubbling and also color changed to dark red. The mixture was stirred vigorously for 2 h at 110° C. LC-MS indicated desired monoamine and diamine. Then it was cooled to room temperature and diluted with DCM and saturated aqueous... Reactants: CCN(C(C)C)C(C)C, COc1cc(C(=O)O)ccc1Nc1ncc2c(n1)N(C1CCCC1)CC(F)(F)C(=O)N2C, ClCCl, Nc1ccncc1. Product: COc1cc(C(=O)Nc2ccncc2)ccc1Nc1ncc2c(n1)N(C1CCCC1)CC(F)(F)C(=O)N2C. RXN SMILES: [CH2:33]([N:34]([CH:35]([CH3:36])[CH3:37])[CH:38]([CH3:39])[CH3:40])[CH3:41].[CH:1]1([N:6]2[c:7]3[c:8]([cH:17][n:18][c:19]([NH:21][c:22]4[c:23]([O:31][CH3:32])[cH:24][c:25]([C:26](=[O:27])[OH:28])[cH:29][cH:30]4)[n:20]3)[N:9]([CH3:16])[C:10](=[O:15])[C:11]([F:13])([F:14])[CH2:12]2)[CH2:2][CH2:3][CH2:4][CH2:5]1.[Cl:49][CH2:50][Cl:51].[n:42]1[cH:43][cH:44][c:45]([NH2:48])[cH:46][cH:47]1>>[CH:1]1([N:6]2[c:7]3[c:8]([cH:17][n:18][c:19]([NH:21][c:22]4[c:23]([O:31][CH3:32])[cH:24][c:25]([C:26](=[O:27])[NH:48][c:45]5[cH:44][cH:43][n:42][cH:47][cH:46]5)[cH:29][cH:30]4)[n:20]3)[N:9]([CH3:16])[C:10](=[O:15])[C:11]([F:13])([F:14])[CH2:12]2)[CH2:2][CH2:3][CH2:4][CH2:5]1.